The task is: describe an organic reaction: reactants, conditions, products, and yield. This data is from the Open Reaction Database (ORD), a public repository of structured organic reaction records. The reactants are ClCC=1N=C(SC1)C1=C(C=C2C(C(=CN(C2=C1)CC)C(=O)O)=O)F (7-(4-chloromethyl-2-thiazolyl)-1-ethyl-6-fluoro-1,4-dihydro-4-oxo-3-quinolinecarboxylic acid), CN (methyl amine). Product: C(C)N1C=C(C(C2=CC(=C(C=C12)C=1SC=C(N1)CNC)F)=O)C(=O)O (1-Ethyl-6-fluoro-1,4-dihydro-7-[4-[(methylamino)methyl]-2-thiazolyl]-4-oxo-3-quinolinecarboxylic acid). RXN SMILES: Cl[CH2:2][C:3]1[N:4]=[C:5]([C:8]2[CH:17]=[C:16]3[C:11]([C:12](=[O:23])[C:13]([C:20]([OH:22])=[O:21])=[CH:14][N:15]3[CH2:18][CH3:19])=[CH:10][C:9]=2[F:24])[S:6][CH:7]=1.[CH3:25][NH2:26]>>[CH2:18]([N:15]1[C:16]2[C:11](=[CH:10][C:9]([F:24])=[C:8]([C:5]3[S:6][CH:7]=[C:3]([CH2:2][NH:26][CH3:25])[N:4]=3)[CH:17]=2)[C:12](=[O:23])[C:13]([C:20]([OH:22])=[O:21])=[CH:14]1)[CH3:19]. Reported procedure: A solution of 0.40 g 7-(4-chloromethyl-2-thiazolyl)-1-ethyl-6-fluoro-1,4-dihydro-4-oxo-3-quinolinecarboxylic acid in 100 ml 40% aqueous methyl amine was stirred at room temperature overnight and evaporated to dryness. The resulting solid was crystallized from water to afford 0.33 g of the title compound, mp 216°-218° C. (dec). The reactants are [OH-].[K+] (potassium hydroxide), CO (methanol), COC=1C=C2C=CC(=CC2=CC1)C(C(=O)OCC)C (ethyl 2-(6-methoxy-2-naphthyl)propionate). The solvent is O (water), O (water). The product is COC=1C=C2C=CC(=CC2=CC1)C(C(=O)O)C (2-(6-methoxy-2-naphthyl)propionic acid). Reaction SMILES: [OH-].[K+].CO.[CH3:5][O:6][C:7]1[CH:8]=[C:9]2[C:14](=[CH:15][CH:16]=1)[CH:13]=[C:12]([CH:17]([CH3:23])[C:18]([O:20]CC)=[O:19])[CH:11]=[CH:10]2>O>[CH3:5][O:6][C:7]1[CH:8]=[C:9]2[C:14](=[CH:15][CH:16]=1)[CH:13]=[C:12]([CH:17]([CH3:23])[C:18]([OH:20])=[O:19])[CH:11]=[CH:10]2 |f:0.1|. Procedure details: To the benzene solution of bis(6-methoxy-2-naphthyl)zinc formed in Example 61 above is added 9.96 grams of ethyl 2-bromopropionate in 5 mL of anhydrous benzene. The temperature of the reaction mixture is maintained at from 50° to 55° C. for 15 hours, under nitrogen, and then the reaction mixture is mixed with 175 mL of 1.5N hydrochloric acid solution, followed by 65 mL of methylene chloride. The mixture is filtered, and the organic phase is separated. The aqueous acid layer is extracted with two...